Dataset: the Open Reaction Database (ORD), a public repository of structured organic reaction records. Task: describe an organic reaction: reactants, conditions, products, and yield Starting materials: Cl (hydrochloric acid), di(trifluoroacetic acid), N[C@H]1[C@@H]2N(C(=C(CS2)C[N+]=2N(C(=CC2)NC=O)C)C(=O)[O-])C1=O (7β-amino-3-(3-formamido-2-methyl-1-pyrazolio)methyl-3-cephem-4-carboxylate), C(C)(=O)OCC (ethyl acetate). Solvent: O1CCCC1 (tetrahydrofuran), CO (methanol). Run at time 12 hour. The product is Cl.Cl.Cl.N[C@H]1[C@@H]2N(C(=C(CS2)C[N+]=2N(C(=CC2)N)C)C(=O)[O-])C1=O (7β-amino-3-(3-amino-2-methyl-1-pyrazolio)methyl-3-cephem-4-carboxylate trihydrochloride). RXN SMILES: [ClH:1].[NH2:2][C@@H:3]1[C:23](=[O:24])[N:5]2[C:6]([C:20]([O-:22])=[O:21])=[C:7]([CH2:10][N+:11]3[N:12]([CH3:19])[C:13]([NH:16]C=O)=[CH:14][CH:15]=3)[CH2:8][S:9][C@H:4]12.C(OCC)(=O)C>O1CCCC1.CO>[ClH:1].[ClH:1].[ClH:1].[NH2:2][C@@H:3]1[C:23](=[O:24])[N:5]2[C:6]([C:20]([O-:22])=[O:21])=[C:7]([CH2:10][N+:11]3[N:12]([CH3:19])[C:13]([NH2:16])=[CH:14][CH:15]=3)[CH2:8][S:9][C@H:4]12 |f:5.6.7.8|. Procedure details: Concentrated hydrochloric acid (0.353 ml) was added to a mixture of di(trifluoroacetic acid) salt of 7β-amino-3-(3-formamido-2-methyl-1-pyrazolio)methyl-3-cephem-4-carboxylate (0.565 g) in tetrahydrofuran (3 ml) and methanol (3 ml) at ambient temperature. After being stirred at the same temperature for 12 hours, the mixture was added dropwise to ethyl acetate (100 ml). The resultant precipitate was collected by filtration to give 7β-amino-3-(3-amino-2-methyl-1-pyrazolio)methyl-3-cephem-4-carboxy...